Task: describe an organic reaction: reactants, conditions, products, and yield. Dataset: the Open Reaction Database (ORD), a public repository of structured organic reaction records Starting materials: ice, ClC=1C=CC2=C(C(=NCC=3N2C(=NN3)CC3=CC=CC=C3)C3=CC=CC=C3)C1 (8-chloro-1-benzyl-6-phenyl-4H-s-triazolo[4,3-a][1,4]benzodiazepine), CN(C)CN(C)C (N,N,N',N',-tetramethyldiaminomethane), C(C)(=O)Cl (acetyl chloride), C([O-])(O)=O.[Na+] (sodium bicarbonate). Yields the product ClC=1C=CC2=C(C(=NCC=3N2C(=NN3)C(CN(C)C)C3=CC=CC=C3)C3=CC=CC=C3)C1 (8-chloro-1-[2-(dimethylamino)-1-phenylethyl]-6-phenyl-4H-s-triazolo[4,3-a][1,4]benzodiazepine). Run in CN(C=O)C (dimethylformamide). Reported procedure: A stirred solution of 8-chloro-1-benzyl-6-phenyl-4H-s-triazolo[4,3-a][1,4]benzodiazepine (3.85 g., 0.01 mole) in dry dimethylformamide (50 ml.) was cooled, under nitrogen, in an ice bath and treated with N,N,N',N',-tetramethyldiaminomethane (1.229 g., 0.012 mole) and then dropwise with acetyl chloride (0.923 ml., 0.013 mole). The mixture was kept in the ice bath for 2 hours, poured into a mixture of ice and saturated aqueous sodium bicarbonate solution and extracted several times with chloroform... Reaction SMILES: [Cl:1][C:2]1[CH:3]=[CH:4][C:5]2[N:11]3[C:12]([CH2:15][C:16]4[CH:21]=[CH:20][CH:19]=[CH:18][CH:17]=4)=[N:13][N:14]=[C:10]3[CH2:9][N:8]=[C:7]([C:22]3[CH:27]=[CH:26][CH:25]=[CH:24][CH:23]=3)[C:6]=2[CH:28]=1.[CH3:29][N:30]([CH2:32]N(C)C)[CH3:31].C(Cl)(=O)C.C(=O)(O)[O-].[Na+]>CN(C)C=O>[Cl:1][C:2]1[CH:3]=[CH:4][C:5]2[N:11]3[C:12]([CH:15]([C:16]4[CH:21]=[CH:20][CH:19]=[CH:18][CH:17]=4)[CH2:29][N:30]([CH3:32])[CH3:31])=[N:13][N:14]=[C:10]3[CH2:9][N:8]=[C:7]([C:22]3[CH:23]=[CH:24][CH:25]=[CH:26][CH:27]=3)[C:6]=2[CH:28]=1 |f:3.4|. Starting materials: ClC1=C(N)C=CC(=C1Cl)[N+](=O)[O-] (2,3-dichloro-4-nitroaniline), C[O-].[Na+] (sodium methoxide), O (water). Run in CO (methanol). Product: ClC1=C(N)C=CC(=C1OC)[N+](=O)[O-] (2-Chloro-3-methoxy-4-nitroaniline). Yield: 53.1%. RXN SMILES: [Cl:1][C:2]1[C:8](Cl)=[C:7]([N+:10]([O-:12])=[O:11])[CH:6]=[CH:5][C:3]=1[NH2:4].[CH3:13][O-:14].[Na+].O>CO>[Cl:1][C:2]1[C:8]([O:14][CH3:13])=[C:7]([N+:10]([O-:12])=[O:11])[CH:6]=[CH:5][C:3]=1[NH2:4] |f:1.2|. Reported procedure: A solution of 2,3-dichloro-4-nitroaniline (25 g) and sodium methoxide (25 g) in methanol (250 ml) is stirred and heated at reflux under a nitrogen atmosphere for 5.5 hours. The reaction mixture is poured into water (1.5 l), the precipitated yellow solid is collected and dried. This material is purified by chromatography on silica gel using 1:1 hexane/ether eluent. The eluents are collected and evaporated to dryness to afford 13 g of title compound, m.p. 118°-123° C. Reactants: C(C1=CC=CC=C1)OC1=CC=C(C=C1)C(=O)C1=NC=CC=C1F ([4-(benzyloxy)phenyl](3-fluoropyridin-2-yl)methanone), O.NN (hydrazine hydrate). Solvent: CCO (EtOH). Product: C(C1=CC=CC=C1)OC1=CC=C(C=C1)C1=NNC=2C1=NC=CC2 (3-[4-(Benzyloxy)phenyl]-1H-pyrazolo[4,3-b]pyridine). RXN SMILES: [CH2:1]([O:8][C:9]1[CH:14]=[CH:13][C:12]([C:15]([C:17]2[C:22](F)=[CH:21][CH:20]=[CH:19][N:18]=2)=O)=[CH:11][CH:10]=1)[C:2]1[CH:7]=[CH:6][CH:5]=[CH:4][CH:3]=1.O.[NH2:25][NH2:26]>CCO>[CH2:1]([O:8][C:9]1[CH:14]=[CH:13][C:12]([C:15]2[C:17]3=[N:18][CH:19]=[CH:20][CH:21]=[C:22]3[NH:26][N:25]=2)=[CH:11][CH:10]=1)[C:2]1[CH:7]=[CH:6][CH:5]=[CH:4][CH:3]=1 |f:1.2|. Procedure details: A mixture of [4-(benzyloxy)phenyl](3-fluoropyridin-2-yl)methanone (3.0 g) and hydrazine hydrate (5.0 mL) in EtOH (90 mL) was refluxed for 4 days. The mixture was concentrated under reduced pressure. The residue was partitioned between water and AcOEt. The organic layer was washed with brine, dried over Na2SO4 and concentrated under reduced pressure. The residue was purified by silica gel column chromatography (AcOEt/hexane) to give the title compound (0.83 g). Reactants: BrC1=CN(C2=CC=CC=C12)C (3-bromo-1-methyl-1H-indole), CCOCC (ether), [NH4+].[Cl-] (NH4Cl). Yields the product CN1C=C(C2=CC=CC=C12)C1=CC=C(C=C1)C (1-methyl-3-(4-methylphenyl)-1H-indole). Reaction SMILES: Br[C:2]1[C:10]2[C:5](=[CH:6][CH:7]=[CH:8][CH:9]=2)[N:4]([CH3:11])[CH:3]=1.CCO[CH2:15][CH3:16].[NH4+].[Cl-]>>[CH3:11][N:4]1[C:5]2[C:10](=[CH:9][CH:8]=[CH:7][CH:6]=2)[C:2]([C:5]2[CH:10]=[CH:9][C:15]([CH3:16])=[CH:7][CH:6]=2)=[CH:3]1 |f:2.3|. Procedure: A mixture of 4.31 g (0.02 mol) of 3-bromo-1-methyl-1H-indole and 0.22 g (0.0004 mol) of NiCl2dppp was added to a solution of p-TolylMgBr in ether (prepared from 0.6 g of Mg (0.025 mol) and 4.21 g of TolylBr (0.024 mol) in 40 mL of ether) under stirring. The reaction mixture was stirred overnight. The resulting mixture was treated with 10% aqueous NH4Cl, the organic layer was separated, washed with 10% aqueous NH4Cl and then dried over anhydrous Na2SO4. The solution was evaporated to give an oil ... Starting materials: OBO, Brc1ccccc1, FC(F)c1cc(-c2ccc(C(F)(F)F)cc2)nc(Cl)n1. Product: FC(F)c1cc(-c2ccc(C(F)(F)F)cc2)nc(-c2cccc(Br)c2)n1. As a reaction SMILES: [BH:21]([OH:22])[OH:23].[Br:24][c:25]1[cH:26][cH:27][cH:28][cH:29][cH:30]1.[Cl:1][c:2]1[n:3][c:4](-[c:11]2[cH:12][cH:13][c:14]([C:17]([F:18])([F:19])[F:20])[cH:15][cH:16]2)[cH:5][c:6]([CH:8]([F:9])[F:10])[n:7]1>>[c:2]1(-[c:29]2[cH:28][cH:27][cH:26][c:25]([Br:24])[cH:30]2)[n:3][c:4](-[c:11]2[cH:12][cH:13][c:14]([C:17]([F:18])([F:19])[F:20])[cH:15][cH:16]2)[cH:5][c:6]([CH:8]([F:9])[F:10])[n:7]1.